This data is from the Open Reaction Database (ORD), a public repository of structured organic reaction records. The task is: describe an organic reaction: reactants, conditions, products, and yield The reactants are BrBr (bromine), ClC1=C(C=CC(=C1)CO)C1=C(C=CC=C1)C1=NNN(N1)C(C1=CC=CC=C1)(C1=CC=CC=C1)C1=CC=CC=C1 (5-(2'-Chloro-4'-hydroxymethyl-biphenyl-2-yl)-2-triphenylmethyl-1H-tetrazole), C1(=CC=CC=C1)P(C1=CC=CC=C1)C1=CC=CC=C1 (triphenylphosphine). Solvent: C(Cl)Cl (methylene chloride), C(Cl)Cl (methylene chloride). Conditions: time 1 hour. Product: BrCC1=CC(=C(C=C1)C1=C(C=CC=C1)C1=NNN(N1)C(C1=CC=CC=C1)(C1=CC=CC=C1)C1=CC=CC=C1)Cl (5-(4'-Bromomethyl-2'-chloro-biphenyl-2-yl)-2-triphenylmethyl-1H-tetrazole). Yield: 69.2%. As a reaction SMILES: [Br:1]Br.[Cl:3][C:4]1[CH:9]=[C:8]([CH2:10]O)[CH:7]=[CH:6][C:5]=1[C:12]1[CH:17]=[CH:16][CH:15]=[CH:14][C:13]=1[C:18]1[NH:22][N:21]([C:23]([C:36]2[CH:41]=[CH:40][CH:39]=[CH:38][CH:37]=2)([C:30]2[CH:35]=[CH:34][CH:33]=[CH:32][CH:31]=2)[C:24]2[CH:29]=[CH:28][CH:27]=[CH:26][CH:25]=2)[NH:20][N:19]=1.C1(P(C2C=CC=CC=2)C2C=CC=CC=2)C=CC=CC=1>C(Cl)Cl>[Br:1][CH2:10][C:8]1[CH:7]=[CH:6][C:5]([C:12]2[CH:17]=[CH:16][CH:15]=[CH:14][C:13]=2[C:18]2[NH:22][N:21]([C:23]([C:30]3[CH:35]=[CH:34][CH:33]=[CH:32][CH:31]=3)([C:24]3[CH:25]=[CH:26][CH:27]=[CH:28][CH:29]=3)[C:36]3[CH:41]=[CH:40][CH:39]=[CH:38][CH:37]=3)[NH:20][N:19]=2)=[C:4]([Cl:3])[CH:9]=1. Procedure: First 6.79 g of bromine (42.5 mmol) and then 20.4 g of the compound from Example XXXV in 300 ml of methylene chloride are added dropwise to a solution of 11.2 g of triphenylphosphine (42.5 mmol) in 100 ml of methylene chloride under argon in an ice-bath. After the reaction mixture has been stirred at room temperature for 1 hour, it is filtered through silica gel and eluted with methylene chloride. Concentration of the filtrate and digestion of the residue with hexane gives 15.8 g of white crysta... Starting materials: CN(C)C=O, ClC(Cl)Cl, ClCCl, Nc1ncc(Sc2ncccc2O)s1, O=C(OO)c1cccc(Cl)c1. Yields the product Nc1ncc(S(=O)c2ncccc2O)s1. As a reaction SMILES: [CH3:18][N:19]([CH3:20])[CH:22]=[O:21].[CH:34]([Cl:35])([Cl:36])[Cl:37].[Cl:15][CH2:16][Cl:17].[NH2:1][c:2]1[s:3][c:4]([S:7][c:8]2[n:9][cH:10][cH:11][cH:12][c:13]2[OH:14])[cH:5][n:6]1.[OH:23][O:24][C:25]([c:26]1[cH:27][c:28]([Cl:29])[cH:30][cH:31][cH:32]1)=[O:33]>>[NH2:1][c:2]1[s:3][c:4]([S:7]([c:8]2[n:9][cH:10][cH:11][cH:12][c:13]2[OH:14])=[O:21])[cH:5][n:6]1. Reactants: C(C1=CC=CC=C1)OC(=O)N[C@H](C(=O)O)CCNC(=O)OC(C)(C)C ((2S)-2-{[(Benzyloxy)carbonyl]amino}-4-[(tert-butoxycarbonyl)amino]butanoic acid), C(C)(C)(C)OC(NCC(CN)O)=O (tert-butyl(3-amino-2-hydroxypropyl)carbamate), C(CCl)Cl (EDC), C=1C=CC2=C(C1)N=NN2O (HOBt). The solvent is CN(C)C=O (DMF). Run at temperature 0 celsius, time 8 hour. Yields the product C(C1=CC=CC=C1)OC(N[C@@H](CCNC(=O)OC(C)(C)C)C(=O)NCC(CNC(=O)OC(C)(C)C)O)=O (Benzyl{(1S)-3-[(tert-butoxycarbonyl)amino]-1-[({3-[(tert-butoxycarbonyl)amino]-2-hydroxypropyl}amino)carbonyl]propyl}carbamate). As a reaction SMILES: [CH2:1]([O:8][C:9]([NH:11][C@@H:12]([CH2:16][CH2:17][NH:18][C:19]([O:21][C:22]([CH3:25])([CH3:24])[CH3:23])=[O:20])[C:13]([OH:15])=O)=[O:10])[C:2]1[CH:7]=[CH:6][CH:5]=[CH:4][CH:3]=1.[C:26]([O:30][C:31](=[O:38])[NH:32][CH2:33][CH:34]([OH:37])[CH2:35][NH2:36])([CH3:29])([CH3:28])[CH3:27].C(Cl)CCl.C1C=CC2N(O)N=NC=2C=1>CN(C=O)C>[CH2:1]([O:8][C:9](=[O:10])[NH:11][C@H:12]([C:13]([NH:36][CH2:35][CH:34]([OH:37])[CH2:33][NH:32][C:31]([O:30][C:26]([CH3:28])([CH3:27])[CH3:29])=[O:38])=[O:15])[CH2:16][CH2:17][NH:18][C:19]([O:21][C:22]([CH3:25])([CH3:24])[CH3:23])=[O:20])[C:2]1[CH:3]=[CH:4][CH:5]=[CH:6][CH:7]=1. Reported procedure: 44 mg (0.12 mmol) of the compound from Example 97A and 40 mg (0.21 mmol) of tert-butyl(3-amino-2-hydroxypropyl)carbamate are dissolved in 1 ml of DMF and cooled to 0° C., and 40.3 mg (0.21 mmol) of EDC and 5.51 mg (0.04 mmol) of HOBt are successively added. The mixture is allowed to warm to room temperature and is stirred overnight. After concentration in vacuo, purification by chromatography on silica gel (dichloromethane/methanol 20:1) results in the title compound. Starting materials: S1C=NC=C1C=O (thiazole-5-carboxaldehyde), FC(F)(F)[Si](C)(C)C (trifluoromethyltrimethylsilane), solution, [F-].C(CCC)[N+](CCCC)(CCCC)CCCC (tetrabutylammonium fluoride). Solvent: C1CCOC1 (THF). Yields the product FC(C(O)C1=CN=CS1)(F)F (2,2,2-Trifluoro-1-thiazol-5-ylethanol). Yield: 68.9%. As a reaction SMILES: [S:1]1[C:5]([CH:6]=[O:7])=[CH:4][N:3]=[CH:2]1.[F-].C([N+](CCCC)(CCCC)CCCC)CCC.[F:26][C:27]([Si](C)(C)C)([F:29])[F:28]>C1COCC1>[F:26][C:27]([F:29])([F:28])[CH:6]([C:5]1[S:1][CH:2]=[N:3][CH:4]=1)[OH:7] |f:1.2|. Procedure: The method described in Example 4 (step 4.5.) is followed. Starting from 2 g (17.68 mmol) of thiazole-5-carboxaldehyde, 0.88 ml (0.88 mmol) of a 1M solution of tetrabutylammonium fluoride in THF and 2.765 g (19.44 mmol) of trifluoromethyltrimethylsilane (TMS-CF3), and after chromatography on silica gel, eluting with a 98/2 mixture of dichloromethane and methanol, gives 2.23 g of pure product in the form of a colourless oil. The reactants are BrCCBr, CC(C)CC(C=O)NC(=O)OC(C)(C)C, [Cl-], [Mg], [NH4+], C1CCOC1, CC(C)C(CBr)c1ccccc1. The product is CC(C)CC(NC(=O)OC(C)(C)C)C(O)CC(c1ccccc1)C(C)C. As a reaction SMILES: [Br:36][CH2:37][CH2:38][Br:39].[C:14]([CH3:15])([CH3:16])([CH3:17])[O:18][C:19](=[O:20])[NH:21][CH:22]([CH2:23][CH:24]([CH3:25])[CH3:26])[CH:27]=[O:28].[Cl-:29].[Mg:13].[NH4+:30].[O:31]1[CH2:32][CH2:33][CH2:34][CH2:35]1.[c:1]1([CH:7]([CH2:8][Br:9])[CH:10]([CH3:11])[CH3:12])[cH:2][cH:3][cH:4][cH:5][cH:6]1>>[c:1]1([CH:7]([CH2:8][CH:27]([CH:22]([NH:21][C:19]([O:18][C:14]([CH3:15])([CH3:16])[CH3:17])=[O:20])[CH2:23][CH:24]([CH3:25])[CH3:26])[OH:28])[CH:10]([CH3:11])[CH3:12])[cH:2][cH:3][cH:4][cH:5][cH:6]1.